From a dataset of the Open Reaction Database (ORD), a public repository of structured organic reaction records. describe an organic reaction: reactants, conditions, products, and yield The reactants are [H-].[Na+] (sodium hydride), FC(C=1C=CC(=CC1)O)(F)F (α,α,α-trifluoro-p-cresol), BrC(C(=O)O)C (2-bromopropionic acid), Cl (hydrochloric acid), [H][H] (hydrogen). Solvent: O (water), CN(C=O)C (N,N-dimethylformamide), CN(C=O)C (dimethylformamide). The product is FC(C1=CC=C(C=C1)OC(C(=O)O)C)(F)F (2-(α,α,α-Trifluoro-p-tolyloxy)propionic acid). Yield: 75.8%. RXN SMILES: [H-].[Na+].[F:3][C:4]([F:13])([F:12])[C:5]1[CH:6]=[CH:7][C:8]([OH:11])=[CH:9][CH:10]=1.[H][H].Cl.Br[CH:18]([CH3:22])[C:19]([OH:21])=[O:20]>CN(C)C=O.O>[F:3][C:4]([F:12])([F:13])[C:5]1[CH:6]=[CH:7][C:8]([O:11][CH:18]([CH3:22])[C:19]([OH:21])=[O:20])=[CH:9][CH:10]=1 |f:0.1|. Reported procedure: To a slurry of 12 g of sodium hydride-oil dispersion (57%) in 100 ml of N,N-dimethylformamide is added 21 g of α,α,α-trifluoro-p-cresol in 10 ml of dimethylformamide and 24 g of 2-bromopropionic acid. After hydrogen evolution, the mixture is heated at 90° C. for 14 hrs. The mixture is cooled, diluted with 100 ml of water, acidified with hydrochloric acid and extracted with ether. The ether extracts are dried (MgSO4) and concentrated to give 23 g of product. A 3.5 g sample is chromatographed over... The reactants are Cc1cc(NC(=O)OCc2ccccc2)ccc1O, Clc1cc(Cl)ncn1, [H-], [Na+], CN(C)C=O. The product is Cc1cc(NC(=O)OCc2ccccc2)ccc1Oc1cc(Cl)ncn1. Reaction SMILES: [CH2:1]([c:2]1[cH:3][cH:4][cH:5][cH:6][cH:7]1)[O:8][C:9]([NH:10][c:11]1[cH:12][c:13]([CH3:18])[c:14]([OH:17])[cH:15][cH:16]1)=[O:19].[Cl:22][c:23]1[n:24][cH:25][n:26][c:27]([Cl:29])[cH:28]1.[H-:21].[Na+:20].[O:30]=[CH:31][N:32]([CH3:33])[CH3:34]>>[CH2:1]([c:2]1[cH:3][cH:4][cH:5][cH:6][cH:7]1)[O:8][C:9]([NH:10][c:11]1[cH:12][c:13]([CH3:18])[c:14]([O:17][c:27]2[n:26][cH:25][n:24][c:23]([Cl:22])[cH:28]2)[cH:15][cH:16]1)=[O:19]. The reactants are CCCCCc1ccc(-c2ccc(C=CC(=O)OC)cc2)cc1, [H][H], C1CCOC1. Yields the product CCCCCc1ccc(-c2ccc(CCC(=O)OC)cc2)cc1. As a reaction SMILES: [CH2:1]([CH2:2][CH2:3][CH2:4][CH3:5])[c:6]1[cH:7][cH:8][c:9](-[c:12]2[cH:13][cH:14][c:15]([CH:18]=[CH:19][C:20](=[O:21])[O:22][CH3:23])[cH:16][cH:17]2)[cH:10][cH:11]1.[H:24][H:25].[O:26]1[CH2:27][CH2:28][CH2:29][CH2:30]1>>[CH2:1]([CH2:2][CH2:3][CH2:4][CH3:5])[c:6]1[cH:7][cH:8][c:9](-[c:12]2[cH:13][cH:14][c:15]([CH2:18][CH2:19][C:20](=[O:21])[O:22][CH3:23])[cH:16][cH:17]2)[cH:10][cH:11]1. The reactants are aqueous solution, aqueous solution, NO (hydroxylamine), [OH-].[K+] (KOH), C1(=CC=CC=C1)C#CC1=C(C(=O)OC)C=CC=C1 (Methyl 2-(phenylethynyl)benzoate). Run in C1CCOC1 (THF), CO (MeOH). Run at temperature 0 celsius. Product: ONC(C1=C(C=CC=C1)C#CC1=CC=CC=C1)=O (N-hydroxy-2-(phenylethynyl)benzamide). Isolated yield 42.5%. Reaction SMILES: [C:1]1([C:7]#[C:8][C:9]2[CH:18]=[CH:17][CH:16]=[CH:15][C:10]=2[C:11](OC)=[O:12])[CH:6]=[CH:5][CH:4]=[CH:3][CH:2]=1.[NH2:19][OH:20].[OH-].[K+]>C1COCC1.CO>[OH:20][NH:19][C:11](=[O:12])[C:10]1[CH:15]=[CH:16][CH:17]=[CH:18][C:9]=1[C:8]#[C:7][C:1]1[CH:6]=[CH:5][CH:4]=[CH:3][CH:2]=1 |f:2.3|. Procedure details: In a 100 mL round-bottomed flask was added methyl 2-(phenylethynyl)benzoate 36 (157 mg, 0.665 mmol) in THF (1.33 mL) and MeOH (1.33 mL) and the solution was cooled to 0° C. Then, a 50% aqueous solution of hydroxylamine (2195 mg, 33.2 mmol) was added followed by a 4M aqueous solution of KOH (0.33 mL, 1.329 mmol) and the resulting colorless solution was stirred at 0° C. and allowed to slowly warm to rt for 20 h. The reaction mixture was partitioned between EtOAc and H2O. The aqueous layer was extr... Reactants: O=C(C(=O)OCC)C1=CC(=CC=2C=COC21)F (ethyl 2-oxo-2-(5-fluorobenzofur-7-yl)acetate), [BH4-].[Na+] (sodium borohydride), C(C)O (ethanol). Run at time 1 hour. Product: C(C)(=O)OC(C(=O)OCC)C1=CC(=CC=2C=COC21)F (Ethyl 2-acetoxy-2-(5-fluorobenzofur-7-yl)acetate). Isolated yield 64.0%. Reaction SMILES: [O:1]=[C:2]([C:8]1[C:16]2[O:15][CH:14]=[CH:13][C:12]=2[CH:11]=[C:10]([F:17])[CH:9]=1)[C:3]([O:5][CH2:6][CH3:7])=[O:4].[BH4-].[Na+].[CH2:20]([OH:22])[CH3:21]>>[C:20]([O:1][CH:2]([C:8]1[C:16]2[O:15][CH:14]=[CH:13][C:12]=2[CH:11]=[C:10]([F:17])[CH:9]=1)[C:3]([O:5][CH2:6][CH3:7])=[O:4])(=[O:22])[CH3:21] |f:1.2|. Procedure details: A mixture of 0.894 gm (3.78 mMol) ethyl 2-oxo-2-(5-fluorobenzofur-7-yl)acetate and 0.143 gm (3.78 mMol) sodium borohydride in 5 mL ethanol was stirred at room temperature for 1 hour. The reaction was quenched by the dropwise addition of water and was then concentrated under reduced pressure. The residue was dissolved in ethyl acetate, washed with water, and the organic phase concentrated under reduced pressure. The residual oil was subjected to flash silica gel chromatography, eluting with chlor...